From a dataset of the Open Reaction Database (ORD), a public repository of structured organic reaction records. describe an organic reaction: reactants, conditions, products, and yield Starting materials: C(C1=CC=CC=C1)(=O)N1CC(CCC1)C(=O)OCC (ethyl 1-benzoyl-3-piperidinecarboxylate), Cl.C(C)N (ethylamine hydochloride), S1C(=CC=C1)CC(=O)N1CC(CCC1)C(=O)Cl (1-(2-thiopheneacetyl)-3-piperidinecarbonyl chloride), C(C)(C)N(CC)C(C)C (diisopropylethylamine). The product is C(C)NC(=O)C1CN(CCC1)C(CC=1SC=CC1)=O (N-ethyl 1-(2-thiopheneacetyl)-3-piperidinecarboxamide). RXN SMILES: [C:1]([N:9]1CCCC(C(OCC)=O)C1)(=O)[C:2]1C=CC=CC=1.[S:20]1[CH:24]=[CH:23][CH:22]=[C:21]1[CH2:25][C:26]([N:28]1[CH2:33][CH2:32][CH2:31][CH:30]([C:34](Cl)=[O:35])[CH2:29]1)=[O:27].C(N(C(C)C)CC)(C)C.Cl.C(N)C>>[CH2:1]([NH:9][C:34]([CH:30]1[CH2:31][CH2:32][CH2:33][N:28]([C:26](=[O:27])[CH2:25][C:21]2[S:20][CH:24]=[CH:23][CH:22]=2)[CH2:29]1)=[O:35])[CH3:2] |f:3.4|. Procedure: The reaction was run in the same manner as ethyl 1-benzoyl-3-piperidinecarboxylate, starting with 1-(2-thiopheneacetyl)-3-piperidinecarbonyl chloride (609.8 mg; 2.25 mmol), diisopropylethylamine (920 μl; 5.28 mmol) and commercially available ethylamine hydochloride (204.8 mg; 2.51 mmol). The crude product was purified by chromatography on silica, eluting with 100% ethyl acetate, giving N-ethyl 1-(2-thiopheneacetyl)-3-piperidinecarboxamide (437.5 mg) as a thick, brown syrup. MS m/z (positive ion)...